Dataset: the Open Reaction Database (ORD), a public repository of structured organic reaction records. Task: describe an organic reaction: reactants, conditions, products, and yield The reactants are C(C1=CC=CC=C1)(=O)O[C@H]1[C@@H](O[C@@H]([C@H]1OC(C1=CC=CC=C1)=O)C(=O)NCC)N1C2=NC(=NC(=C2N=C1)NCC1=CC=CC2=CC=CC=C12)C#N ((2R,3R,4S,5S)-4-(benzoyloxy)-2-{2-cyano-6-[(1-naphthylmethyl)amino]-9H-purin-9-yl}-5-[(ethylamino)carbonyl]tetrahydro-3-furanyl benzoate). The reagents and catalysts are [Pd] (Palladium on carbon). Solvent: N (ammonia), C(C)O (ethanol). Reaction conditions: time 16 hour. Yields the product NCC1=NC(=C2N=CN(C2=N1)[C@H]1[C@@H]([C@@H]([C@H](O1)C(=O)NCC)O)O)NCC1=CC=CC2=CC=CC=C12 ((2S,3S,4R,5R)-5-{2-(Aminomethyl)-6-[(1 -naphthylmethyl)amino]-9H-purin-9-yl}-N-ethyl-3,4-dihydroxytetrahydro-2-furancarboxamide). Isolated yield 70.8%. Reaction SMILES: C([O:9][C@@H:10]1[C@H:14]([O:15]C(=O)C2C=CC=CC=2)[C@@H:13]([C:24]([NH:26][CH2:27][CH3:28])=[O:25])[O:12][C@H:11]1[N:29]1[CH:37]=[N:36][C:35]2[C:30]1=[N:31][C:32]([C:50]#[N:51])=[N:33][C:34]=2[NH:38][CH2:39][C:40]1[C:49]2[C:44](=[CH:45][CH:46]=[CH:47][CH:48]=2)[CH:43]=[CH:42][CH:41]=1)(=O)C1C=CC=CC=1>[Pd].N.C(O)C>[NH2:51][CH2:50][C:32]1[N:31]=[C:30]2[C:35]([N:36]=[CH:37][N:29]2[C@@H:11]2[O:12][C@H:13]([C:24]([NH:26][CH2:27][CH3:28])=[O:25])[C@@H:14]([OH:15])[C@H:10]2[OH:9])=[C:34]([NH:38][CH2:39][C:40]2[C:49]3[C:44](=[CH:45][CH:46]=[CH:47][CH:48]=3)[CH:43]=[CH:42][CH:41]=2)[N:33]=1. Reported procedure: 10% Palladium on carbon was added to a solution of (2R,3R,4S,5S)-4-(benzoyloxy)-2-{2-cyano-6-[(1-naphthylmethyl)amino]-9H-purin-9-yl}-5-[(ethylamino)carbonyl]tetrahydro-3-furanyl benzoate (487 mg, 0.71 mmol) (Preparation 70) dissolved in a saturated solution of ammonia in ethanol. The reaction mixture was stirred for 16 hours under an atmosphere of hydrogen gas (414 kPa, 60 psi). The reaction mixture was then filtered through Arbocel (Trade Mark) and the solvent was removed under reduced pressur... Starting materials: C1(C(C(C1C(=O)OC)C(=O)OC)C(=O)OC)C(=O)OC (tetramethyl cyclobutane-1,2,3,4-tetracarboxylate). Solvent: Cl (hydrochloric acid). The product is C1(C(C(C1C(=O)O)C(=O)O)C(=O)O)C(=O)O (cyclobutane-1,2,3,4-tetracarboxylic acid). Yield: 88.2%. As a reaction SMILES: [CH:1]1([C:17]([O:19]C)=[O:18])[CH:4]([C:5]([O:7]C)=[O:6])[CH:3]([C:9]([O:11]C)=[O:10])[CH:2]1[C:13]([O:15]C)=[O:14]>Cl>[CH:2]1([C:13]([OH:15])=[O:14])[CH:1]([C:17]([OH:19])=[O:18])[CH:4]([C:5]([OH:7])=[O:6])[CH:3]1[C:9]([OH:11])=[O:10]. Procedure details: The resultant tetramethyl cyclobutane-1,2,3,4-tetracarboxylate (1224 g, 4.25 mol) and aqueous hydrochloric acid (3000 ml) were added to a 5-liter flask; reacted at a controlled temperature of 85° C. for 24 hours; cooled to room temperature; concentrated; and dried to obtain cyclobutane-1,2,3,4-tetracarboxylic acid (870 g, 3.75 mol). Reaction SMILES: [C:1](=[O:2])([O:3][C:4]([CH3:5])([CH3:6])[CH3:7])[NH:8][CH2:9][C:10]#[CH:11].[CH2:35]1[O:36][CH2:37][CH2:38][CH2:39]1.[CH3:12][CH2:13][CH2:14][CH2:15][Li:16].[CH3:17][O:18][N:19]([C:20](=[O:21])[c:22]1[c:23]([CH3:33])[n:24][c:25](-[c:27]2[cH:28][cH:29][cH:30][cH:31][cH:32]2)[o:26]1)[CH3:34]>>[C:1](=[O:2])([O:3][C:4]([CH3:5])([CH3:6])[CH3:7])[NH:8][CH2:9][C:10]#[C:11][C:20](=[O:21])[c:22]1[c:23]([CH3:33])[n:24][c:25](-[c:27]2[cH:28][cH:29][cH:30][cH:31][cH:32]2)[o:26]1. Starting materials: C#CCNC(=O)OC(C)(C)C, C1CCOC1, [Li]CCCC, CON(C)C(=O)c1oc(-c2ccccc2)nc1C. Product: Cc1nc(-c2ccccc2)oc1C(=O)C#CCNC(=O)OC(C)(C)C. Reactants: [OH-].[NH4+] (ammonium hydroxide), C(C)(=O)O (acetic acid), ClC1=CC=C(C(=N1)N)[N+](=O)[O-] (6-chloro-3-nitro-2-pyridinamine). Reagents/catalysts: [Fe] (iron). The solvent is O (water). Yields the product ClC1=CC=C(C(=N1)N)N (6-chloro 2,3-pyridindiamine). The yield is 86.0%. As a reaction SMILES: C(O)(=O)C.[Cl:5][C:6]1[N:11]=[C:10]([NH2:12])[C:9]([N+:13]([O-])=O)=[CH:8][CH:7]=1.[OH-].[NH4+]>[Fe].O>[Cl:5][C:6]1[N:11]=[C:10]([NH2:12])[C:9]([NH2:13])=[CH:8][CH:7]=1 |f:2.3|. Procedure details: 4.484 g of iron powder is added to a solution containing 78 ml of acetic acid and 3.415 g of 6-chloro-3-nitro-2-pyridinamine. The reaction medium is heated at 60° C.-70° C. for 2 hours 45 minutes, then left to return to ambient temperature. After pouring into 200 ml of water, 200 ml of ammonium hydroxide is added until pH9 is achieved, followed by extraction with ethyl acetate, drying, filtering and concentrating. 3.14 g of crude product is obtained which is chromatographed on silica eluting wit... Starting materials: NC[C@H]1N(CCC[C@H]1C)C(=O)C1=C(C=C(C(=C1)F)F)N1N=CC=N1 (((2S,3R)-2-(aminomethyl)-3-methylpiperidin-1-yl)(4,5-difluoro-2-(2H-1,2,3-triazol-2-yl)phenyl)methanone), ClC1=NC=C(C=N1)C(F)(F)F (2-chloro-5-(trifluoromethyl)pyrimidine). The product is FC1=CC(=C(C=C1F)C(=O)N1[C@@H]([C@@H](CCC1)C)CNC1=NC=C(C=N1)C(F)(F)F)N1N=CC=N1 ((4,5-Difluoro-2-(2H-1,2,3-triazol-2-yl)phenyl)((2S,3R)-3-methyl-2-(((5-(trifluoromethyl)pyrimidin-2-yl)amino)methyl)piperidin-1-yl)methanone). RXN SMILES: [NH2:1][CH2:2][C@@H:3]1[C@H:8]([CH3:9])[CH2:7][CH2:6][CH2:5][N:4]1[C:10]([C:12]1[CH:17]=[C:16]([F:18])[C:15]([F:19])=[CH:14][C:13]=1[N:20]1[N:24]=[CH:23][CH:22]=[N:21]1)=[O:11].Cl[C:26]1[N:31]=[CH:30][C:29]([C:32]([F:35])([F:34])[F:33])=[CH:28][N:27]=1>>[F:19][C:15]1[C:16]([F:18])=[CH:17][C:12]([C:10]([N:4]2[CH2:5][CH2:6][CH2:7][C@@H:8]([CH3:9])[C@H:3]2[CH2:2][NH:1][C:26]2[N:31]=[CH:30][C:29]([C:32]([F:35])([F:34])[F:33])=[CH:28][N:27]=2)=[O:11])=[C:13]([N:20]2[N:24]=[CH:23][CH:22]=[N:21]2)[CH:14]=1. Procedure details: The title compound was prepared following the same general protocol as described for Example A1 using ((2S,3R)-2-(aminomethyl)-3-methylpiperidin-1-yl)(4,5-difluoro-2-(2H-1,2,3-triazol-2-yl)phenyl)methanone and 2-chloro-5-(trifluoromethyl)pyrimidine. ESI-MS (m/z): 482 [M+1]+. 1H NMR (300 MHz, DMSO-d6) δ 8.30-6.85 (m, 7H), 4.90-2.70 (m, 5H), 1.90-0.65 (m, 8H). The reactants are C(C)(C)[Mg]Cl (isopropylmagnesium chloride), ClC1=CC=C(C=C1)C1(CCC1)\C=C\[N+](=O)[O-] ((E)-1-chloro-4(1-(2-nitrovinyl)cyclobutyl)benzene), IC=1C=C(C#N)C=CC1 (3-Iodobenzonitrile). Run in O1CCCC1 (tetrahydrofuran), O1CCCC1 (tetrahydrofuran), O1CCCC1 (tetrahydrofuran). Run at temperature -30 celsius. Product: ClC1=CC=C(C=C1)C1(CCC1)C(C[N+](=O)[O-])C=1C=C(C#N)C=CC1 (3-{1-[1-(4-Chlorophenyl)cyclobutyl]-2-nitroethyl}benzonitrile). As a reaction SMILES: I[C:2]1[CH:3]=[C:4]([CH:7]=[CH:8][CH:9]=1)[C:5]#[N:6].C([Mg]Cl)(C)C.[Cl:15][C:16]1[CH:21]=[CH:20][C:19]([C:22]2(/[CH:26]=[CH:27]/[N+:28]([O-:30])=[O:29])[CH2:25][CH2:24][CH2:23]2)=[CH:18][CH:17]=1>O1CCCC1>[Cl:15][C:16]1[CH:17]=[CH:18][C:19]([C:22]2([CH:26]([C:2]3[CH:3]=[C:4]([CH:7]=[CH:8][CH:9]=3)[C:5]#[N:6])[CH2:27][N+:28]([O-:30])=[O:29])[CH2:23][CH2:24][CH2:25]2)=[CH:20][CH:21]=1. Procedure details: 3-Iodobenzonitrile (3.76 g, 16.41 mmol) dissolved in tetrahydrofuran (1.5 ml) was cooled to −30° C. A solution of isopropylmagnesium chloride in tetrahydrofuran (2 M, 8.84 ml, 17.67 mmol) was added dropwise at −30° C. over 25 min. The reaction mixture was cooled to −78° C. A solution of (E)-1-chloro-4(1-(2-nitrovinyl)cyclobutyl)benzene (3.0 g, 12.62 mmol) in tetrahydrofuran (0.5 ml) was added dropwise. Aqueous work-up yielded the desired product which was used without further purification for th...